Dataset: the Open Reaction Database (ORD), a public repository of structured organic reaction records. Task: describe an organic reaction: reactants, conditions, products, and yield Starting materials: NC=1SC(=C(N1)C)C1=NC(=NC=C1)NC1=CC=C(C=C1)F ([4-(2-amino-4-methyl-thiazol-5-yl)-pyrimidin-2-yl]-(4-fluoro-phenyl)-amine), ClCC(=O)NC=1SC(=C(N1)C)C1=NC(=NC=C1)NC1=CC(=CC=C1)[N+](=O)[O-] (2-Chloro-N-{4-methyl-5-[2-(3-nitro-phenylamino)-pyrimidin-4-yl]-thiazol-2-yl}-acetamide). Yields the product ClCC(=O)NC=1SC(=C(N1)C)C1=NC(=NC=C1)NC1=CC=C(C=C1)F (2-Chloro-N-{5-[2-(4-fluoro-phenylamino)-pyrimidin-4-yl]-4-methyl-thiazol-2-yl}-acetamide). As a reaction SMILES: [NH2:1][C:2]1[S:3][C:4]([C:8]2[CH:13]=[CH:12][N:11]=[C:10]([NH:14][C:15]3[CH:20]=[CH:19][C:18]([F:21])=[CH:17][CH:16]=3)[N:9]=2)=[C:5]([CH3:7])[N:6]=1.[Cl:22][CH2:23][C:24](NC1SC(C2C=CN=C(NC3C=CC=C([N+]([O-])=O)C=3)N=2)=C(C)N=1)=[O:25]>>[Cl:22][CH2:23][C:24]([NH:1][C:2]1[S:3][C:4]([C:8]2[CH:13]=[CH:12][N:11]=[C:10]([NH:14][C:15]3[CH:20]=[CH:19][C:18]([F:21])=[CH:17][CH:16]=3)[N:9]=2)=[C:5]([CH3:7])[N:6]=1)=[O:25]. Reported procedure: This compound was prepared from [4-(2-amino-4-methyl-thiazol-5-yl)-pyrimidin-2-yl]-(4-fluoro-phenyl)-amine in a manner analogous to that described above for compound [60]. 1H-NMR (DMSO-d6) δ: 2.94 (s, 3H, CH3), 4.75 (s, 2H, CH2), 7.44(m, 3H, pyrimidinyl-H & Ph-H), 8.09 (m, 2H, Ph-H), 8.28 (s, 1H, NH), 8.80 (d, 1H, J=5.2 Hz, pyrimidinyl-H). Reactants: IC1=CC=C(C=C1)[C@H]1[C@@H](CCC1)NS(=O)(=O)C(C)C ((+,−) Trans propane-2-sulfonic acid [2-(4-iodo-phenyl)-cyclopentyl]-amide), FC(C(=O)NCCC1=CC=C(C=C1)B1OC(C(O1)(C)C)(C)C)(F)F (2,2,2-Trifluoro-N-{2-[4-(4,4,5,5-tetramethyl-[1,3,2]dioxaborolan-2-yl)-phenyl]-ethyl}-acetamide). Product: FC(C(=O)NCCC1=CC=C(C=C1)C1=CC=C(C=C1)[C@H]1[C@@H](CCC1)NS(=O)(=O)C(C)C)(F)F ((+,−) Trans 2,2,2-Trifluoro-N-(2-{4′-[2-(propane-2-sulfonylamino)-cyclopentyl]-biphenyl-4-yl}-ethyl)-acetamide). Yield: 39.8%. Reaction SMILES: I[C:2]1[CH:7]=[CH:6][C:5]([C@@H:8]2[CH2:12][CH2:11][CH2:10][C@H:9]2[NH:13][S:14]([CH:17]([CH3:19])[CH3:18])(=[O:16])=[O:15])=[CH:4][CH:3]=1.[F:20][C:21]([F:43])([F:42])[C:22]([NH:24][CH2:25][CH2:26][C:27]1[CH:32]=[CH:31][C:30](B2OC(C)(C)C(C)(C)O2)=[CH:29][CH:28]=1)=[O:23]>>[F:20][C:21]([F:42])([F:43])[C:22]([NH:24][CH2:25][CH2:26][C:27]1[CH:32]=[CH:31][C:30]([C:2]2[CH:7]=[CH:6][C:5]([C@@H:8]3[CH2:12][CH2:11][CH2:10][C@H:9]3[NH:13][S:14]([CH:17]([CH3:19])[CH3:18])(=[O:16])=[O:15])=[CH:4][CH:3]=2)=[CH:29][CH:28]=1)=[O:23]. Reported procedure: (+,−) Trans propane-2-sulfonic acid [2-(4-iodo-phenyl)-cyclopentyl]-amide (100 mg, 0.25 mmol, prepared in example 2) and 2,2,2-Trifluoro-N-{2-[4-(4,4,5,5-tetramethyl-[1,3,2]dioxaborolan-2-yl)-phenyl]-ethyl}-acetamide (105 mg, 0.31 mmol) were treated as described in example 6. The reaction was purified by radial chromatography eluting with 70:30 hexanes:ethyl acetate to afford 48 mg (39%) of the title compound as a white solid. The NMR was consistent with the assigned structure.